This data is from the Open Reaction Database (ORD), a public repository of structured organic reaction records. The task is: describe an organic reaction: reactants, conditions, products, and yield As a reaction SMILES: [CH3:36][C:37](=[O:38])[OH:39].[N:31]([O-:32])=[O:33].[Na+:34].[O:1]1[CH2:2][CH2:3][N:4]([c:7]2[n:8][c:9]([N:19]3[CH2:20][CH2:21][N:22]([c:25]4[cH:26][cH:27][cH:28][cH:29][cH:30]4)[CH2:23][CH2:24]3)[n:10][c:11]([N:13]3[CH2:14][CH2:15][O:16][CH2:17][CH2:18]3)[cH:12]2)[CH2:5][CH2:6]1.[OH2:35]>>[O:1]1[CH2:2][CH2:3][N:4]([c:7]2[n:8][c:9]([N:19]3[CH2:20][CH2:21][N:22]([c:25]4[cH:26][cH:27][cH:28][cH:29][cH:30]4)[CH2:23][CH2:24]3)[n:10][c:11]([N:13]3[CH2:14][CH2:15][O:16][CH2:17][CH2:18]3)[c:12]2[NH2:31])[CH2:5][CH2:6]1. Starting materials: CC(=O)O, O=N[O-], [Na+], c1ccc(N2CCN(c3nc(N4CCOCC4)cc(N4CCOCC4)n3)CC2)cc1, O. The product is Nc1c(N2CCOCC2)nc(N2CCN(c3ccccc3)CC2)nc1N1CCOCC1. Starting materials: O=C(O)c1cccc(F)c1CCc1ccc(Br)cc1, O. Yields the product O=C1c2cc(Br)ccc2CCc2c(F)cccc21. Reaction SMILES: [Br:1][c:2]1[cH:3][cH:4][c:5]([CH2:8][CH2:9][c:10]2[c:11]([C:12](=[O:13])[OH:14])[cH:15][cH:16][cH:17][c:18]2[F:19])[cH:6][cH:7]1.[OH2:20]>>[Br:1][c:2]1[cH:3][cH:4][c:5]2[c:6]([cH:7]1)[C:12](=[O:14])[c:11]1[c:10]([c:18]([F:19])[cH:17][cH:16][cH:15]1)[CH2:9][CH2:8]2. The reactants are C(C(=O)O)(=O)O.C(C1=CC=CC=C1)NCCCC=1C=C(C(=O)N)C=CC1 (3-[3-(benzylamino)propyl]benzamide oxalate), C(C(=O)O)(=O)O.C(C1=CC=CC=C1)NCCCC=1C=C(C(=O)N)C=CC1 (3-[3-(benzylamino)propyl]benzamide hydrogen oxalate), C([O-])([O-])=O.[K+].[K+] (potassium carbonate), [OH-].[K+] (potassium hydroxide). Run in O (water), C(C)(=O)OCC (ethyl acetate). Product: C(C1=CC=CC=C1)NCCCC=1C=C(C(=O)N)C=CC1 (3-[3-(benzylamino)propyl]benzamide). Isolated yield 97.6%. Reaction SMILES: C(O)(=O)C(O)=O.[CH2:7]([NH:14][CH2:15][CH2:16][CH2:17][C:18]1[CH:19]=[C:20]([CH:24]=[CH:25][CH:26]=1)[C:21]([NH2:23])=[O:22])[C:8]1[CH:13]=[CH:12][CH:11]=[CH:10][CH:9]=1.C(=O)([O-])[O-].[K+].[K+].[OH-].[K+]>O.C(OCC)(=O)C>[CH2:7]([NH:14][CH2:15][CH2:16][CH2:17][C:18]1[CH:19]=[C:20]([CH:24]=[CH:25][CH:26]=1)[C:21]([NH2:23])=[O:22])[C:8]1[CH:9]=[CH:10][CH:11]=[CH:12][CH:13]=1 |f:0.1,2.3.4,5.6|. Reported procedure: To 6.7 g (0.0187 mole) of 3-[3-(benzylamino)propyl]benzamide oxalate (the product of step (g)) slurried in 20 ml water, 7.7 g (0.056 mole) potassium carbonate (and 700 mg potassium hydroxide) in 50 ml ethyl acetate was stirred until all solids were dissolved. The aqueous and ethyl acetate phases were separated. The aqueous layer was washed with about 30 ml ethyl acetate. The ethyl acetate extracts were combined, washed over saturated saline and dried over sodium sulfate, filtered. The filtrate w... The reactants are NC=1C(=C(C=C(C1)Br)C(C)=O)OC (1-(3-amino-5-bromo-2-methoxyphenyl)-1-ethanone), IC (iodomethane), C([O-])([O-])=O.[K+].[K+] (potassium carbonate), CN(C=O)C (N,N-dimethylformamide). The solvent is C(C)(=O)OCC (ethyl acetate), O (Water). Reaction conditions: temperature 65 celsius, time 2 hour. Product: BrC=1C=C(C(=C(C1)C(C)=O)OC)N(C)C (1-[5-Bromo-3-(dimethylamino)-2-methoxyphenyl]-1-ethanone). As a reaction SMILES: NC1[C:3]([O:12][CH3:13])=[C:4]([C:9](=[O:11])[CH3:10])[CH:5]=[C:6]([Br:8])[CH:7]=1.IC.C(=O)([O-])[O-].[K+].[K+].[CH3:22][N:23]([CH3:26])[CH:24]=O>C(OCC)(=O)C.O>[Br:8][C:6]1[CH:7]=[C:24]([N:23]([CH3:26])[CH3:22])[C:3]([O:12][CH3:13])=[C:4]([C:9](=[O:11])[CH3:10])[CH:5]=1 |f:2.3.4|. Procedure: A mixture of 1-(3-amino-5-bromo-2-methoxyphenyl)-1-ethanone (12.8 g), iodomethane (60 mL), potassium carbonate (14.4 g) and N,N-dimethylformamide (200 mL) was stirred at 60 to 70° C. for 2 hours. Water was added to the mixture, extraction was performed with ethyl acetate, and the organic layer was washed with brine and then dried over anhydrous magnesium sulfate. After distilling off the solvent under reduced pressure, the residue was purified by silica gel column chromatography (solvent: n-hexa... Starting materials: C(#C)[Sn](CCCC)(CCCC)CCCC (Ethynyltributylstannane), C(C1=CC=CC=C1)N=[N+]=[N-] (benzyl azide). The product is C(C1=CC=CC=C1)N1N=NC(=C1)[Sn](CCCC)(CCCC)CCCC (1-benzyl-4-(tributylstannyl)-1H-1,2,3-triazole). RXN SMILES: [C:1]([Sn:3]([CH2:12][CH2:13][CH2:14][CH3:15])([CH2:8][CH2:9][CH2:10][CH3:11])[CH2:4][CH2:5][CH2:6][CH3:7])#[CH:2].[CH2:16]([N:23]=[N+:24]=[N-:25])[C:17]1[CH:22]=[CH:21][CH:20]=[CH:19][CH:18]=1>>[CH2:16]([N:23]1[CH:2]=[C:1]([Sn:3]([CH2:8][CH2:9][CH2:10][CH3:11])([CH2:4][CH2:5][CH2:6][CH3:7])[CH2:12][CH2:13][CH2:14][CH3:15])[N:25]=[N:24]1)[C:17]1[CH:22]=[CH:21][CH:20]=[CH:19][CH:18]=1. Procedure details: Ethynyltributylstannane (1 mL, 3.4 mmol) and benzyl azide (0.65 mL, 5.2 mmol) were heated to 130° C. for 24 hours. The mixture was adsorbed onto silica gel, and purified by silica gel chromatography eluting with 1:4 ethyl acetate:hexanes to afford the title compound.